Dataset: the Open Reaction Database (ORD), a public repository of structured organic reaction records. Task: describe an organic reaction: reactants, conditions, products, and yield Starting materials: C(C)O (ethanol), C(C)(=O)NC=1C=C(C=CC1)C=CC#CC1=CC(=CC=C1)NC(C)=O (1,4-bis-(3-acetamidophenyl)-buta-1-ene-3-yne). Run in O (water). Product: NC=1C=C(C=CC1)C=CC#CC1=CC(=CC=C1)N (1,4-Bis-(3-aminophenyl)-buta-1-ene-3-yne). The yield is 50.8%. RXN SMILES: C(O)C.C([NH:7][C:8]1[CH:9]=[C:10]([CH:14]=[CH:15][C:16]#[C:17][C:18]2[CH:23]=[CH:22][CH:21]=[C:20]([NH:24]C(=O)C)[CH:19]=2)[CH:11]=[CH:12][CH:13]=1)(=O)C>O>[NH2:7][C:8]1[CH:9]=[C:10]([CH:14]=[CH:15][C:16]#[C:17][C:18]2[CH:23]=[CH:22][CH:21]=[C:20]([NH2:24])[CH:19]=2)[CH:11]=[CH:12][CH:13]=1. Reported procedure: To 50 ml of a 28% aqueous ethanol solution was added 2.6 g (0.0084 mole) of 1,4-bis-(3-acetamidophenyl)-buta-1-ene-3-yne and the mixture was refluxed for 1 hour. After cooling to room temperature, the reaction mixture was poured into 300 ml of distilled water and extracted with three 100 ml portions of methylene chloride. Removal of the methylene chloride under reduced pressure provided a light yellow material. Recrystallization of the material from a one-to-one mixture of benzene/hexane gave 1 ... Reactants: NC=1C=C(C=C2C(=CC=NC12)C)OC (8-amino-6-methoxy-4-methylquinoline), C([O-])([O-])=O.[Na+].[Na+] (sodium carbonate), BrCCCCCC(=O)Cl (6-bromohexanoylchloride). Run in CC(=O)C (acetone), CC(=O)C (acetone). Product: BrCCCCCC(=O)NC=1C=C(C=C2C(=CC=NC12)C)OC (6-Bromo-N-(6-methoxy-4-methyl-8-quinolinyl)hexanamide). Isolated yield 61.0%. Reaction SMILES: [NH2:1][C:2]1[CH:3]=[C:4]([O:13][CH3:14])[CH:5]=[C:6]2[C:11]=1[N:10]=[CH:9][CH:8]=[C:7]2[CH3:12].C(=O)([O-])[O-].[Na+].[Na+].[Br:21][CH2:22][CH2:23][CH2:24][CH2:25][CH2:26][C:27](Cl)=[O:28]>CC(C)=O>[Br:21][CH2:22][CH2:23][CH2:24][CH2:25][CH2:26][C:27]([NH:1][C:2]1[CH:3]=[C:4]([O:13][CH3:14])[CH:5]=[C:6]2[C:11]=1[N:10]=[CH:9][CH:8]=[C:7]2[CH3:12])=[O:28] |f:1.2.3|. Reported procedure: To a mixture of 9.4 g (0.05 mol) of 8-amino-6-methoxy-4-methylquinoline and 8.7 g (0.082 mol) of anhydrous sodium carbonate in 60 ml of acetone was added dropwise a solution of 6-bromohexanoylchloride in 35 ml of acetone. The mixture was heated under reflux for 4 hours, cooled and filtered. The filter cake was washed with with chloroform and the filtrate and wash were combined and concentrated in vacuo to dryness. The residual solid was recrystallized first from ethanol and then from 85% aqueous... Reactants: COC1=C(C=2CCCCC2C=C1)O (2-Methoxy-5,6,7,8-tetrahydro-naphthalen-1-ol), C([O-])([O-])=O.[Cs+].[Cs+] (cesium carbonate), BrC(C)C (2-bromopropane). Solvent: CC(=O)C (acetone). The product is C(C)(C)OC1=C2CCCCC2=CC=C1OC (5-isopropoxy-6-methoxy-1,2,3,4-tetrahydronaphtalene). Isolated yield 92.6%. As a reaction SMILES: [CH3:1][O:2][C:3]1[CH:12]=[CH:11][C:10]2[CH2:9][CH2:8][CH2:7][CH2:6][C:5]=2[C:4]=1[OH:13].C(=O)([O-])[O-].[Cs+].[Cs+].Br[CH:21]([CH3:23])[CH3:22]>CC(C)=O>[CH:21]([O:13][C:4]1[C:3]([O:2][CH3:1])=[CH:12][CH:11]=[C:10]2[C:5]=1[CH2:6][CH2:7][CH2:8][CH2:9]2)([CH3:23])[CH3:22] |f:1.2.3|. Procedure details: 33 (4.55 g, 25.5 mmol) was charged in a 250 mL round bottom flask, equipped with a reflux condenser, under nitrogen gas. 50 mL of anhydrous acetone was added followed by cesium carbonate (66.55 g, 204.3 mmol). 2-bromopropane (23.94 mL, 255.0 mmol) was added and the reaction mixture was refluxed for 12 h. The solvent was filtered and evaporated in vacuo and purified by flash column chromatography (slilica gel, 1:99 EtOAc:Hexanes) to afford 5.2 g (93%) of 5-isopropoxy-6-methoxy-1,2,3,4-tetrahydron... Run in CO (methanol). Procedure details: Further, to methanol 100 ml solution of 16.8 g (34 mmol) of the above phenylmethyl (2RS,3S)-2-hydroxy-3-[N-[1-[N-(morpholine-4-carbonyl)amino]cyclohexanecarbonyl]amino]heptanoate, 1.5 g of 10% palladium carbon was added under haydrogen atmosphere and was stirred at the room temperature for two hours. After insoluble components of the reaction solution were removed by filtration, the filtrate was concentrated under reduced pressure, whereby 13.6 g of the captioned (2RS,3S)-2-hydroxy-3-[N-[1-[N-(m... The yield is 100.1%. As a reaction SMILES: [OH:1][CH:2]([C@@H:13]([NH:18][C:19]([C:21]1([NH:27][C:28]([N:30]2[CH2:35][CH2:34][O:33][CH2:32][CH2:31]2)=[O:29])[CH2:26][CH2:25][CH2:24][CH2:23][CH2:22]1)=[O:20])[CH2:14][CH2:15][CH2:16][CH3:17])[C:3]([O:5]CC1C=CC=CC=1)=[O:4]>[C].[Pd].CO>[OH:1][CH:2]([C@@H:13]([NH:18][C:19]([C:21]1([NH:27][C:28]([N:30]2[CH2:31][CH2:32][O:33][CH2:34][CH2:35]2)=[O:29])[CH2:26][CH2:25][CH2:24][CH2:23][CH2:22]1)=[O:20])[CH2:14][CH2:15][CH2:16][CH3:17])[C:3]([OH:5])=[O:4] |f:1.2|. Starting materials: OC(C(=O)OCC1=CC=CC=C1)[C@H](CCCC)NC(=O)C1(CCCCC1)NC(=O)N1CCOCC1 (phenylmethyl (2RS,3S)-2-hydroxy-3-[N-[1-[N-(morpholine-4-carbonyl)amino]cyclohexanecarbonyl]amino]heptanoate). The reagents and catalysts are [C].[Pd] (palladium carbon). Conditions: time 2 hour. Product: OC(C(=O)O)[C@H](CCCC)NC(=O)C1(CCCCC1)NC(=O)N1CCOCC1 ((2RS,3S)-2-hydroxy-3-[N-[1-[N-(morpholine-4-carbonyl)amino]cyclohexanecarbonyl]amino]heptanoic acid). Starting materials: O=C[C@@H](O)[C@@H](O)[C@H](O)[C@H](O)CO (mannose), C(CCCCCCCCCCCCCCCCC)N (octadecylamine). The product is C1([C@@H](O)[C@@H](O)[C@H](O)[C@H](O1)CO)CCCCCCCCCCCCCCCCCCN (N-(D-Mannopyranosyl)octadecylamine). RXN SMILES: O=[CH:2][C@H:3]([C@H:5]([C@@H:7]([C@@H:9]([CH2:11][OH:12])[OH:10])[OH:8])[OH:6])[OH:4].[CH2:13]([NH2:31])[CH2:14][CH2:15][CH2:16][CH2:17][CH2:18][CH2:19][CH2:20][CH2:21][CH2:22][CH2:23][CH2:24][CH2:25][CH2:26][CH2:27][CH2:28][CH2:29][CH3:30]>>[CH:2]1([CH2:30][CH2:29][CH2:28][CH2:27][CH2:26][CH2:25][CH2:24][CH2:23][CH2:22][CH2:21][CH2:20][CH2:19][CH2:18][CH2:17][CH2:16][CH2:15][CH2:14][CH2:13][NH2:31])[O:10][C@H:9]([CH2:11][OH:12])[C@@H:7]([OH:8])[C@H:5]([OH:6])[C@@H:3]1[OH:4]. Procedure: The preparation is analogous to Example 1, starting from 22 g of mannose and 40 g of octadecylamine. Starting materials: C(C)(=O)NC1=CC(=C(C(=C1)Cl)O)Cl (4-acetamido-2,6-dichlorophenol), C(CCC)(=O)OC(CCC)=O (butyric anhydride). Yields the product C(CCC)(=O)NC1=CC(=C(C(=C1)Cl)O)Cl (4-butyramido-2,-6-dichlorophenol). RXN SMILES: [C:1]([NH:4][C:5]1[CH:10]=[C:9]([Cl:11])[C:8]([OH:12])=[C:7]([Cl:13])[CH:6]=1)(=[O:3])[CH3:2].[C:14](OC(=O)CCC)(=O)[CH2:15]CC>>[C:1]([NH:4][C:5]1[CH:6]=[C:7]([Cl:13])[C:8]([OH:12])=[C:9]([Cl:11])[CH:10]=1)(=[O:3])[CH2:2][CH2:14][CH3:15]. Procedure details: Using the method described above for the preparation of 4-acetamido-2,6-dichlorophenol (but using butyric anhydride in place of acetic anhydride) there was obtained 4-butyramido-2,-6-dichlorophenol (used as starting material in Example 51) as a solid, m.p. 146°-147°; NMR([CD3 ]2SO): 0.9(3H,t), 1.58(2H,m), 2.25(2H,t), 7.62(2H,s), 9.75(1H,br s) and 9.85(1H,s); m/z 248(M+H). Starting materials: ClC=1C=C2C(=NC1)NC=C2I (5-chloro-3-iodo-1H-pyrrolo[2,3-b]pyridine), C1(=CC=CC=C1)S(=O)(=O)Cl (benzenesulfonyl chloride). Yields the product C1(=CC=CC=C1)S(=O)(=O)N1C=C(C=2C1=NC=C(C2)Cl)I (1-benzenesulfonyl-5-chloro-3-iodo-1H-pyrrolo[2,3-b]pyridine). RXN SMILES: [Cl:1][C:2]1[CH:3]=[C:4]2[C:10]([I:11])=[CH:9][NH:8][C:5]2=[N:6][CH:7]=1.[C:12]1([S:18](Cl)(=[O:20])=[O:19])[CH:17]=[CH:16][CH:15]=[CH:14][CH:13]=1>>[C:12]1([S:18]([N:8]2[C:5]3=[N:6][CH:7]=[C:2]([Cl:1])[CH:3]=[C:4]3[C:10]([I:11])=[CH:9]2)(=[O:20])=[O:19])[CH:17]=[CH:16][CH:15]=[CH:14][CH:13]=1. Procedure: 1-Benzenesulfonyl-5-chloro-3-iodo-1H-pyrrolo[2,3-b]pyridine 12 was prepared in 1 step from 5-chloro-3-iodo-1H-pyrrolo[2,3-b]pyridine 2 and benzenesulfonyl chloride 11 as shown in Scheme 5.